This data is from the Open Reaction Database (ORD), a public repository of structured organic reaction records. The task is: describe an organic reaction: reactants, conditions, products, and yield The reactants are O=C([O-])[O-], CCCCn1ccnc1Sc1cncc(Cl)c1CO, ClCCl, [Na+], [Na+], O=S(Cl)Cl. Product: CCCCn1ccnc1Sc1cncc(Cl)c1CCl. As a reaction SMILES: [C:24](=[O:25])([O-:26])[O-:27].[CH2:5]([CH2:6][CH2:7][CH3:8])[n:9]1[c:10]([S:14][c:15]2[cH:16][n:17][cH:18][c:19]([Cl:23])[c:20]2[CH2:21][OH:22])[n:11][cH:12][cH:13]1.[Cl:30][CH2:31][Cl:32].[Na+:28].[Na+:29].[S:1]([Cl:2])([Cl:3])=[O:4]>>[Cl:3][CH2:21][c:20]1[c:15]([S:14][c:10]2[n:9]([CH2:5][CH2:6][CH2:7][CH3:8])[cH:13][cH:12][n:11]2)[cH:16][n:17][cH:18][c:19]1[Cl:23]. Starting materials: FC=1C(=C(C(=O)OC)C=CC1C(C(F)(F)F)(F)F)C (methyl 3-fluoro-2-methyl-4-(pentafluoroethyl)benzoate), CN(C=O)C (N,N-dimethylformamide), C[S-].[Na+] (sodium thiomethoxide). Solvent: C(C)(=O)OCC (ethyl acetate). Run at time 2 hour. Product: CC1=C(C(=O)OC)C=CC(=C1SC)C(C(F)(F)F)(F)F (methyl 2-methyl-3-(methylthio)-4-(pentafluoroethyl)benzoate). The yield is 55.5%. RXN SMILES: F[C:2]1[C:3]([CH3:19])=[C:4]([CH:9]=[CH:10][C:11]=1[C:12]([F:18])([F:17])[C:13]([F:16])([F:15])[F:14])[C:5]([O:7][CH3:8])=[O:6].CN(C)C=O.[CH3:25][S-:26].[Na+]>C(OCC)(=O)C>[CH3:19][C:3]1[C:2]([S:26][CH3:25])=[C:11]([C:12]([F:18])([F:17])[C:13]([F:16])([F:15])[F:14])[CH:10]=[CH:9][C:4]=1[C:5]([O:7][CH3:8])=[O:6] |f:2.3|. Procedure details: 2.1 g (7.34 mmol) of methyl 3-fluoro-2-methyl-4-(pentafluoroethyl)benzoate were introduced into 20 ml of N,N-dimethylformamide and then admixed with 758 mg (95% by weight; 10.3 mmol) of sodium thiomethoxide. The mixture was stirred at RT for 2 hours and then freed from the solvent. The residue was taken up in ethyl acetate and water, the aqueous phase was extracted twice with ethyl acetate, and, finally, the combined organic phases were dried and freed from the solvent. The residue was purified ... The reactants are ClC1C(C2=CC=C(C=C2C1)Cl)=O (2,5-dichloroindan-1-one), [C-]#N.[Na+] (sodium cyanide). The solvent is CN(C=O)C (dimethylformamide), CN(C=O)C (dimethylformamide), O (water). Reaction conditions: temperature 50 celsius, time 1 hour. The product is C(#N)C1C(C2=CC=C(C=C2C1)Cl)=O (2-cyano-5-chloroindan-1-one). The yield is 95.2%. As a reaction SMILES: [C-:1]#[N:2].[Na+].Cl[CH:5]1[CH2:13][C:12]2[C:7](=[CH:8][CH:9]=[C:10]([Cl:14])[CH:11]=2)[C:6]1=[O:15]>CN(C)C=O.O>[C:1]([CH:5]1[CH2:13][C:12]2[C:7](=[CH:8][CH:9]=[C:10]([Cl:14])[CH:11]=2)[C:6]1=[O:15])#[N:2] |f:0.1|. Procedure details: 10.4 g of sodium cyanide were dissolved in a mixture of 100 ml of dimethylformamide and 6 ml of water and initially charged. This solution was heated with stirring to 50° C., and 20.4 g of 2,5-dichloroindan-1-one, dissolved in 100 ml of dimethylformamide, were then added dropwise over a period of 60 minutes. After the addition had ended, stirring was continued at 50° C. for 1 hour. The mixture was then allowed to cool to room temperature and the solvent was stripped off using a rotary evaporator... Reactants: C(=O)(OC(C)(C)C)N1CCNCC1 (N-Boc-piperazine), ClC1=C(C#N)C=C(C=C1)C(F)(F)F (2-Chloro-5-trifluoromethylbenzonitrile). The yield is 15.0%. RXN SMILES: [C:1]([N:8]1[CH2:13][CH2:12][NH:11][CH2:10][CH2:9]1)([O:3][C:4]([CH3:7])([CH3:6])[CH3:5])=[O:2].Cl[C:15]1[CH:22]=[CH:21][C:20]([C:23]([F:26])([F:25])[F:24])=[CH:19][C:16]=1[C:17]#[N:18]>>[C:4]([O:3][C:1]([N:8]1[CH2:9][CH2:10][N:11]([C:15]2[CH:22]=[CH:21][C:20]([C:23]([F:26])([F:25])[F:24])=[CH:19][C:16]=2[C:17]#[N:18])[CH2:12][CH2:13]1)=[O:2])([CH3:7])([CH3:6])[CH3:5]. Procedure: Title compound was prepared according to the procedure described in example G from N-Boc-piperazine and 2-Chloro-5-trifluoromethylbenzonitrile (CAS: 328-87-0)(15% yield, yellow oil, MS (m/e): 373.1 (M+NH4+, 100%). Yields the product C(C)(C)(C)OC(=O)N1CCN(CC1)C1=C(C=C(C=C1)C(F)(F)F)C#N (4-(2-Cyano-4-trifluoromethyl-phenyl)-piperazine-1-carboxylic acid tert-butyl ester). Reactants: O.Cl.C(C1=CC=CC=C1)N1CC(C=C(C1)C1=CC=C(C=C1)C)=O (1-benzyl-1,6-dihydro-5-(p-tolyl)-3-[2H]-pyridone hydrochloride hydrate), C([O-])(O)=O.[Na+] (sodium bicarbonate), [Na] (sodium). Solvent: C(C)O (ethanol). Product: C(C1=CC=CC=C1)N1CC(=CC(C1)O)C1=CC=C(C=C1)C (1-Benzyl-5-hydroxy-1,2,5,6-tetrahydro-3-(p-tolyl)pyridine). The yield is 88.5%. RXN SMILES: O.Cl.[CH2:3]([N:10]1[CH2:15][C:14]([C:16]2[CH:21]=[CH:20][C:19]([CH3:22])=[CH:18][CH:17]=2)=[CH:13][C:12](=[O:23])[CH2:11]1)[C:4]1[CH:9]=[CH:8][CH:7]=[CH:6][CH:5]=1.C(=O)(O)[O-].[Na+].[Na]>C(O)C>[CH2:3]([N:10]1[CH2:11][CH:12]([OH:23])[CH:13]=[C:14]([C:16]2[CH:17]=[CH:18][C:19]([CH3:22])=[CH:20][CH:21]=2)[CH2:15]1)[C:4]1[CH:5]=[CH:6][CH:7]=[CH:8][CH:9]=1 |f:0.1.2,3.4,^1:28|. Procedure: A solution of 1-benzyl-1,6-dihydro-5-(p-tolyl)-3-[2H]-pyridone hydrochloride hydrate (4.7 g) in ethanol (100 ml) was treated with sodium bicarbonate (1.2 g), followed by sodium borohydridge (1 g). After 1 hour the solvents were removed under reduced pressure and the residue partitioned between water (50 ml) and ether (200 ml). The ether layer was dried and the solvent removed under reduced pressure to give the title compound as an oil (3.5 g). Starting materials: NC=1C(=C(C(=O)O)C=C(C1F)F)F (3-Amino-2,4,5-trifluoro-benzoic acid), S(=O)(Cl)Cl (thionyl chloride), residue, CC1=C(N)C(=CC(=C1)C(C(F)(F)F)(C(F)(F)F)F)C (2,6-dimethyl-4-(heptafluoroprop-2-yl)aniline), N1=CC=CC=C1 (pyridine). Run in ClCCl (dichloromethane). Reaction conditions: time 2 hour. Product: NC=1C(=C(C(=O)NC2=C(C=C(C=C2C)C(C(F)(F)F)(C(F)(F)F)F)C)C=C(C1F)F)F (3-amino-N-[2,6-dimethyl-4-(1,2,2,2-tetrafluoro-1-trifluoromethyl-ethyl)-phenyl]-2,4,5-trifluoro-benzamide). Yield: 76.0%. RXN SMILES: [NH2:1][C:2]1[C:3]([F:13])=[C:4]([CH:8]=[C:9]([F:12])[C:10]=1[F:11])[C:5]([OH:7])=O.S(Cl)(Cl)=O.[CH3:18][C:19]1[CH:25]=[C:24]([C:26]([F:35])([C:31]([F:34])([F:33])[F:32])[C:27]([F:30])([F:29])[F:28])[CH:23]=[C:22]([CH3:36])[C:20]=1[NH2:21].N1C=CC=CC=1>ClCCl>[NH2:1][C:2]1[C:3]([F:13])=[C:4]([CH:8]=[C:9]([F:12])[C:10]=1[F:11])[C:5]([NH:21][C:20]1[C:22]([CH3:36])=[CH:23][C:24]([C:26]([F:35])([C:27]([F:28])([F:29])[F:30])[C:31]([F:32])([F:33])[F:34])=[CH:25][C:19]=1[CH3:18])=[O:7]. Procedure details: 3-Amino-2,4,5-trifluoro-benzoic acid (commerically available) (12.5 g, 65.50 mmol) was heated with thionyl chloride (110 ml) at 90° C. for 2 hours under a nitrogen atmosphere. The excess thionyl chloride was removed in vacuo. To a solution of the residue (13.37 g, 52.30 mmol) in dichloromethane (218 ml) under a nitrogen atmosphere was added a solution of 2,6-dimethyl-4-(heptafluoroprop-2-yl)aniline (prepared according to EP 1,006,102) (15.12 g, 52.30 mmol) in pyridine (4.2 ml, 52.30 mmol). The r... Reactants: ClC=1C=C(CCl)C=CC1 (m-chlorobenzyl chloride), [S-]C#N.[K+] (potassium thiocyanate). The solvent is C(C)O (ethanol). Yields the product ClC=1C=C(CSC#N)C=CC1 (m-chlorobenzyl-thiocyanate). As a reaction SMILES: [Cl:1][C:2]1[CH:3]=[C:4]([CH:7]=[CH:8][CH:9]=1)[CH2:5]Cl.[S-:10][C:11]#[N:12].[K+]>C(O)C>[Cl:1][C:2]1[CH:3]=[C:4]([CH:7]=[CH:8][CH:9]=1)[CH2:5][S:10][C:11]#[N:12] |f:1.2|. Procedure: The mixture of 250 g of m-chlorobenzyl chloride, 16.6 g of potassium thiocyanate and 150 ml of 95% aqueous ethanol is refluxed for 3 hours and evaporated. The residue is taken up in methylene chloride and water, the organic solution separated; washed with water dried and evaporated to yield the m-chlorobenzyl-thiocyanate.